Dataset: the Open Reaction Database (ORD), a public repository of structured organic reaction records. Task: describe an organic reaction: reactants, conditions, products, and yield The reactants are O=C(C(F)(F)F)C(F)(F)F, Nc1cccc2cnccc12, O, O, O, O, O, O, Cc1ccc(S(=O)(=O)O)cc1. The product is Nc1c(C(O)(C(F)(F)F)C(F)(F)F)ccc2cnccc12. RXN SMILES: [F:29][C:30]([C:31](=[O:32])[C:33]([F:34])([F:35])[F:36])([F:37])[F:38].[NH2:1][c:2]1[c:3]2[cH:4][cH:5][n:6][cH:7][c:8]2[cH:9][cH:10][cH:11]1.[OH2:23].[OH2:24].[OH2:25].[OH2:26].[OH2:27].[OH2:28].[c:12]1([CH3:13])[cH:14][cH:15][c:16]([S:17]([OH:18])(=[O:19])=[O:20])[cH:21][cH:22]1>>[NH2:1][c:2]1[c:3]2[cH:4][cH:5][n:6][cH:7][c:8]2[cH:9][cH:10][c:11]1[C:31]([C:30]([F:29])([F:37])[F:38])([OH:32])[C:33]([F:34])([F:35])[F:36]. Reactants: C(C1=CC=CC=C1)OC(=O)Cl.C(=O)(OCC1=CC=CC=C1)N1CCC(C(=O)O)CC1 (N-CBZ-isonipecotic acid Benzyl chloroformate), N1CCC(C(=O)O)CC1 (isonipecotic acid), C([O-])(O)=O.[Na+] (sodium bicarbonate). Solvent: C1(=CC=CC=C1)C (toluene), O (water). Reaction conditions: time 14 hour. Yields the product C(=O)(OCC1=CC=CC=C1)N1CCC(C(=O)O)CC1 (N-CBZ-isonipecotic acid). Isolated yield 74.6%. As a reaction SMILES: C(OC(Cl)=O)C1C=CC=CC=1.[C:12]([N:22]1[CH2:30][CH2:29][CH:25]([C:26]([OH:28])=[O:27])[CH2:24][CH2:23]1)([O:14][CH2:15][C:16]1[CH:21]=[CH:20][CH:19]=[CH:18][CH:17]=1)=[O:13].N1CCC(C(O)=O)CC1.C(=O)(O)[O-].[Na+]>C1(C)C=CC=CC=1.O>[C:12]([N:22]1[CH2:23][CH2:24][CH:25]([C:26]([OH:28])=[O:27])[CH2:29][CH2:30]1)([O:14][CH2:15][C:16]1[CH:21]=[CH:20][CH:19]=[CH:18][CH:17]=1)=[O:13] |f:0.1,3.4|. Procedure details: N-CBZ-isonipecotic acid Benzyl chloroformate (16.4 mL, 115 mmol) in toluene (50 mL) was added dropwise to a stirred solution of 12.9 g (100 mmol) of isonipecotic acid (Aldrich) and 21.0 g (250 mmol) of sodium bicarbonate in 200 mL of water. After 14 h, the mixture was extracted with ether (3×50 ml) and the ether layers were discarded. The aqueous layer was acidified with conc. HCl to pH 2, causing the product to precipitate. The product was partitioned into ethyl acetate (3×50 mL) and the combin... Reactants: [H-].[Na+] (sodium hydride), OCCC=1C(=NOC1C)O (4-(2-hydroxyethyl)-5-methylisoxazol-3-ol), C(C)(=O)Cl (acetyl chloride). Run in O1CCCC1 (tetrahydrofuran). Reaction conditions: time 30 minute. Product: C(C)(=O)OC1=NOC(=C1CCO)C (3-Acetoxy-4-(2-hydroxyethyl)-5-methylisoxazole). Isolated yield 29.3%. Reaction SMILES: [OH:1][CH2:2][CH2:3][C:4]1[C:5]([OH:10])=[N:6][O:7][C:8]=1[CH3:9].[H-].[Na+].[C:13](Cl)(=[O:15])[CH3:14]>O1CCCC1>[C:13]([O:10][C:5]1[C:4]([CH2:3][CH2:2][OH:1])=[C:8]([CH3:9])[O:7][N:6]=1)(=[O:15])[CH3:14] |f:1.2|. Reported procedure: 7.8 g of 4-(2-hydroxyethyl)-5-methylisoxazol-3-ol was dissolved in 1 l of tetrahydrofuran. 1.70 g of sodium hydride was added to the solution under cooling with ice. The mixture was stirred at room temperature for 30 min and then cooled again with ice. 4.7 g of acetyl chloride was added thereto and the mixture was stirred at room temperature. The solvent was distilled off and water was added to the residue. After extraction with chloroform, the extract was washed with a saturated aqueous common ... Product: OC=1C=C2C=NN(C2=CC1C=1C=CC(=NC1)NC(OC(C)(C)C)=O)C1OCCCC1 (tert-Butyl 5-(5-hydroxy-1-(tetrahydro-2H-pyran-2-yl)-1H-indazol-6-yl)pyridin-2-ylcarbamate). Isolated yield 93.9%. Procedure details: To a solution of tert-butyl 5-(5-(benzyloxy)-1-(tetrahydro-2H-pyran-2-yl)-1H-indazol-6-yl)pyridin-2-ylcarbamate (260 mg, 519 μmol) in EtOH (25 mL) and EtOAc (25 mL) is added Pd/C (100 mg, 10% wt) under N2. The resulting mixture is degassed by evacuation and backfilled with nitrogen. Then the reaction mixture is stirred at RT under H2 atmosphere for 6 hours. The reaction mixture is filtered. The filtrate is concentrated to give the product (200 mg, 93.8% yield). MS (m/z): 411.1 (M+H). Reagents/catalysts: [Pd] (Pd/C). Run at time 6 hour. Reaction SMILES: C([O:8][C:9]1[CH:10]=[C:11]2[C:15](=[CH:16][C:17]=1[C:18]1[CH:19]=[CH:20][C:21]([NH:24][C:25](=[O:31])[O:26][C:27]([CH3:30])([CH3:29])[CH3:28])=[N:22][CH:23]=1)[N:14]([CH:32]1[CH2:37][CH2:36][CH2:35][CH2:34][O:33]1)[N:13]=[CH:12]2)C1C=CC=CC=1>CCO.CCOC(C)=O.[Pd]>[OH:8][C:9]1[CH:10]=[C:11]2[C:15](=[CH:16][C:17]=1[C:18]1[CH:19]=[CH:20][C:21]([NH:24][C:25](=[O:31])[O:26][C:27]([CH3:28])([CH3:29])[CH3:30])=[N:22][CH:23]=1)[N:14]([CH:32]1[CH2:37][CH2:36][CH2:35][CH2:34][O:33]1)[N:13]=[CH:12]2. The reactants are C(C1=CC=CC=C1)OC=1C=C2C=NN(C2=CC1C=1C=CC(=NC1)NC(OC(C)(C)C)=O)C1OCCCC1 (tert-butyl 5-(5-(benzyloxy)-1-(tetrahydro-2H-pyran-2-yl)-1H-indazol-6-yl)pyridin-2-ylcarbamate). Run in CCO (EtOH), CCOC(=O)C (EtOAc). Reactants: COC(=O)C=1SC(=C(C1)S(=O)(=O)C1=CC(=C(C(=C1)[N+](=O)[O-])NC1=CC=CC=C1)Br)SC (4-(3-Bromo-5-nitro-4-phenylamino-benzenesulfonyl)-5-methylsulfanyl-thiophene-2-carboxylic acid methyl ester), CCOC(=O)C (EtOAc). The reagents and catalysts are [Fe] (Iron). Run in CCO (EtOH), CC(=O)O (AcOH). Reaction conditions: temperature 60 celsius, time 30 minute. Product: COC(=O)C=1SC(=C(C1)S(=O)(=O)C1=CC2=C(N(C=N2)C2=CC=CC=C2)C(=C1)Br)SC (4-(7-Bromo-1-phenyl-1H-benzoimidazole-5-sulfonyl)-5-methylsulfanyl-thiophene-2-carboxylic acid methyl ester). As a reaction SMILES: [CH3:1][O:2][C:3]([C:5]1[S:6][C:7]([S:30][CH3:31])=[C:8]([S:10]([C:13]2[CH:18]=[C:17]([N+:19]([O-])=O)[C:16]([NH:22][C:23]3[CH:28]=[CH:27][CH:26]=[CH:25][CH:24]=3)=[C:15]([Br:29])[CH:14]=2)(=[O:12])=[O:11])[CH:9]=1)=[O:4].[CH3:32]COC(C)=O>CCO.CC(O)=O.[Fe]>[CH3:1][O:2][C:3]([C:5]1[S:6][C:7]([S:30][CH3:31])=[C:8]([S:10]([C:13]2[CH:14]=[C:15]([Br:29])[C:16]3[N:22]([C:23]4[CH:28]=[CH:27][CH:26]=[CH:25][CH:24]=4)[CH:32]=[N:19][C:17]=3[CH:18]=2)(=[O:12])=[O:11])[CH:9]=1)=[O:4]. Reported procedure: Iron powder (110 mg, 2 mmol) was added to a solution of 4-(3-bromo-5-nitro-4-phenylamino-benzenesulfonyl)-5-methylsulfanyl-thiophene-2-carboxylic acid methyl ester (Example 318: step d) in EtOH (4 mL) and 50% aqueous AcOH (1 mL). The reaction was stirred for 30 min at 60° C. during which a new lower spot became evident by TLC analysis. EtOAc (10 mL) was added and the mixture was filtered through a 0.22 μm polypropylene syringe filter. Additional EtOAc (30 mL) was added and the solution was extra... Solvent: C(Cl)(Cl)Cl (CHCl3). Starting materials: C12CCCC(CCC1)C2C2=CC=C(OC[C@@H]1CN=C(O1)N)C=C2 ((S)-5-(4-bicyclo[3.3.1]non-9-yl-phenoxymethyl)-4,5-dihydro-oxazol-2-ylamine), C(C)OC(C#CCCCC)=O (hept-2-ynoic acid ethyl ester). Procedure details: The title compound was prepared from (S)-5-(4-bicyclo[3.3.1]non-9-yl-phenoxymethyl)-4,5-dihydro-oxazol-2-ylamine (see Example 20) and hept-2-ynoic acid ethyl ester employing the procedure described in Example 95. [α]D25 −14.60 (c 0.5, CHCl3). Yields the product C12CCCC(CCC1)C2C2=CC=C(OC[C@@H]1CN3C(=NC(C=C3CCCC)=O)O1)C=C2 ((S)-2-(4-Bicyclo[3.3.1]non-9-yl-phenoxymethyl)-5-butyl-2,3-dihydro-oxazolo[3,2-a]pyrimidin-7-one). RXN SMILES: [CH:1]12[CH:9]([C:10]3[CH:23]=[CH:22][C:13]([O:14][CH2:15][C@H:16]4[O:20][C:19]([NH2:21])=[N:18][CH2:17]4)=[CH:12][CH:11]=3)[CH:5]([CH2:6][CH2:7][CH2:8]1)[CH2:4][CH2:3][CH2:2]2.C([O:26][C:27](=O)[C:28]#[C:29][CH2:30][CH2:31][CH2:32][CH3:33])C>C(Cl)(Cl)Cl>[CH:1]12[CH:9]([C:10]3[CH:23]=[CH:22][C:13]([O:14][CH2:15][C@H:16]4[O:20][C:19]5=[N:21][C:27](=[O:26])[CH:28]=[C:29]([CH2:30][CH2:31][CH2:32][CH3:33])[N:18]5[CH2:17]4)=[CH:12][CH:11]=3)[CH:5]([CH2:4][CH2:3][CH2:2]1)[CH2:6][CH2:7][CH2:8]2.